Dataset: the Open Reaction Database (ORD), a public repository of structured organic reaction records. Task: describe an organic reaction: reactants, conditions, products, and yield Starting materials: O=[Ca], S=P12SP3(=S)SP(=S)(S1)SP(=S)(S2)S3, O=C1CCC2(N1)C1C=CC(C1)C2c1ccccc1. Yields the product S=C1CCC2(N1)C1C=CC(C1)C2c1ccccc1. Reaction SMILES: [O:33]=[Ca:34].[P:19]12(=[S:20])[S:21][P:22]3(=[S:32])[S:23][P:24](=[S:30])([S:25][P:26](=[S:29])([S:27]3)[S:28]1)[S:31]2.[c:1]1([CH:7]2[C:8]3([CH:9]4[CH:10]=[CH:11][CH:12]2[CH2:13]4)[NH:14][C:15](=[O:18])[CH2:16][CH2:17]3)[cH:2][cH:3][cH:4][cH:5][cH:6]1>>[c:1]1([CH:7]2[C:8]3([CH:9]4[CH:10]=[CH:11][CH:12]2[CH2:13]4)[NH:14][C:15](=[S:20])[CH2:16][CH2:17]3)[cH:2][cH:3][cH:4][cH:5][cH:6]1. The reactants are C(C)(=O)OCCNC([C@H](CC1=CC=C(C=C1)OC(F)F)N)=O (2-({(2S)-2-amino-3-[4-(difluoromethoxy)phenyl]propanoyl}amino)ethyl acetate), C1(CC1)COC1=CC=C(C(=O)O)C=C1 (4-(Cyclopropylmethoxy)benzoic acid). Yields the product C(C)(=O)OCCNC([C@H](CC1=CC=C(C=C1)OC(F)F)NC(C1=CC=C(C=C1)OCC1CC1)=O)=O (2-({(2S)-2-{[4-(Cyclopropylmethoxy)benzoyl]amino}-3-[4-(difluoromethoxy)phenyl]propanoyl}amino)ethyl acetate). RXN SMILES: [C:1]([O:4][CH2:5][CH2:6][NH:7][C:8](=[O:22])[C@@H:9]([NH2:21])[CH2:10][C:11]1[CH:16]=[CH:15][C:14]([O:17][CH:18]([F:20])[F:19])=[CH:13][CH:12]=1)(=[O:3])[CH3:2].[CH:23]1([CH2:26][O:27][C:28]2[CH:36]=[CH:35][C:31]([C:32](O)=[O:33])=[CH:30][CH:29]=2)[CH2:25][CH2:24]1>>[C:1]([O:4][CH2:5][CH2:6][NH:7][C:8](=[O:22])[C@@H:9]([NH:21][C:32](=[O:33])[C:31]1[CH:30]=[CH:29][C:28]([O:27][CH2:26][CH:23]2[CH2:24][CH2:25]2)=[CH:36][CH:35]=1)[CH2:10][C:11]1[CH:12]=[CH:13][C:14]([O:17][CH:18]([F:19])[F:20])=[CH:15][CH:16]=1)(=[O:3])[CH3:2]. Reported procedure: A reaction similar to that described in Example 50 was conducted using 2-({(2S)-2-amino-3-[4-(difluoromethoxy)phenyl]propanoyl}amino)ethyl acetate and 4-(cyclopropylmethoxy)benzoic acid prepared in Example 18 (18a) to give the title compound. Starting materials: BrC=1C(=C(C(=NC1C)C)[C@@H](C(=O)OCC)OC(C)(C)C)N1CCC(CC1)(C)C ((S)-ethyl 2-(5-bromo-4-(4,4-dimethylpiperidin-1-yl)-2,6-dimethylpyridin-3-yl)-2-(tert-butoxy)acetate), C(C1=CC=CC=C1)OC1=CC=C(C=N1)B(O)O ((6-(benzyloxy)pyridin-3-yl)boronic acid), C(=O)([O-])[O-].[Na+].[Na+] (Na2CO3). The reagents and catalysts are C=1C=CC(=CC1)[P](C=2C=CC=CC2)(C=3C=CC=CC3)[Pd]([P](C=4C=CC=CC4)(C=5C=CC=CC5)C=6C=CC=CC6)([P](C=7C=CC=CC7)(C=8C=CC=CC8)C=9C=CC=CC9)[P](C=1C=CC=CC1)(C=1C=CC=CC1)C=1C=CC=CC1 (Pd(Ph3P)4). Solvent: CN(C)C=O (DMF). Run at time 2 hour. Yields the product C(C1=CC=CC=C1)OC1=CC=C(C=N1)C=1C(=NC(=C(C1N1CCC(CC1)(C)C)[C@@H](C(=O)OCC)OC(C)(C)C)C)C ((S)-ethyl 2-(6′-(benzyloxy)-4-(4,4-dimethylpiperidin-1-yl)-2,6-dimethyl-[3,3′-bipyridin]-5-yl)-2-(tert-butoxy)acetate). Isolated yield 24.0%. RXN SMILES: Br[C:2]1[C:3]([N:21]2[CH2:26][CH2:25][C:24]([CH3:28])([CH3:27])[CH2:23][CH2:22]2)=[C:4]([C@H:10]([O:16][C:17]([CH3:20])([CH3:19])[CH3:18])[C:11]([O:13][CH2:14][CH3:15])=[O:12])[C:5]([CH3:9])=[N:6][C:7]=1[CH3:8].[CH2:29]([O:36][C:37]1[N:42]=[CH:41][C:40](B(O)O)=[CH:39][CH:38]=1)[C:30]1[CH:35]=[CH:34][CH:33]=[CH:32][CH:31]=1.C([O-])([O-])=O.[Na+].[Na+]>CN(C=O)C.C1C=CC([P]([Pd]([P](C2C=CC=CC=2)(C2C=CC=CC=2)C2C=CC=CC=2)([P](C2C=CC=CC=2)(C2C=CC=CC=2)C2C=CC=CC=2)[P](C2C=CC=CC=2)(C2C=CC=CC=2)C2C=CC=CC=2)(C2C=CC=CC=2)C2C=CC=CC=2)=CC=1>[CH2:29]([O:36][C:37]1[N:42]=[CH:41][C:40]([C:2]2[C:7]([CH3:8])=[N:6][C:5]([CH3:9])=[C:4]([C@H:10]([O:16][C:17]([CH3:20])([CH3:19])[CH3:18])[C:11]([O:13][CH2:14][CH3:15])=[O:12])[C:3]=2[N:21]2[CH2:26][CH2:25][C:24]([CH3:28])([CH3:27])[CH2:23][CH2:22]2)=[CH:39][CH:38]=1)[C:30]1[CH:31]=[CH:32][CH:33]=[CH:34][CH:35]=1 |f:2.3.4,^1:60,62,81,100|. Reported procedure: A mixture of (S)-ethyl 2-(5-bromo-4-(4,4-dimethylpiperidin-1-yl)-2,6-dimethylpyridin-3-yl)-2-(tert-butoxy)acetate (0.0553 g, 0.121 mmol), (6-(benzyloxy)pyridin-3-yl)boronic acid (0.042 g, 0.182 mmol) and 2M Na2CO3 (0.152 ml, 0.304 mmol) in DMF (2 mL) was degassed for 10 min. Then, Pd(Ph3P)4 (0.014 g, 0.012 mmol) added, degassed for 5 min and placed in a pre-heated oil bath at 110° C. After 2 h, cooled and purified by prep-HPLC to afford (S)-ethyl 2-(6′-(benzyloxy)-4-(4,4-dimethylpiperidin-1-yl)-... The product is CCOC(=O)C(O)(CC(C)(C)c1ccc(Cl)c(F)c1OC)C(F)(F)F. The reactants are CCOC(=O)C(CC(C)(C)c1ccc(Cl)c(F)c1OC)(O[Si](C)(C)C)C(F)(F)F, CCCC[N+](CCCC)(CCCC)CCCC, [F-], C1CCOC1, O. Reaction SMILES: [CH2:1]([CH3:2])[O:3][C:4]([C:5]([CH2:6][C:7]([CH3:8])([CH3:9])[c:10]1[c:11]([O:18][CH3:19])[c:12]([F:17])[c:13]([Cl:16])[cH:14][cH:15]1)([O:20][Si:21]([CH3:22])([CH3:23])[CH3:24])[C:25]([F:26])([F:27])[F:28])=[O:29].[CH3:31][CH2:32][CH2:33][CH2:34][N+:35]([CH2:36][CH2:37][CH2:38][CH3:39])([CH2:40][CH2:41][CH2:42][CH3:43])[CH2:44][CH2:45][CH2:46][CH3:47].[F-:30].[O:49]1[CH2:50][CH2:51][CH2:52][CH2:53]1.[OH2:48]>>[CH2:1]([CH3:2])[O:3][C:4]([C:5]([CH2:6][C:7]([CH3:8])([CH3:9])[c:10]1[c:11]([O:18][CH3:19])[c:12]([F:17])[c:13]([Cl:16])[cH:14][cH:15]1)([OH:20])[C:25]([F:26])([F:27])[F:28])=[O:29]. The reactants are Cl.C1(=CC=C(C=C1)NC)C1=CC=CC=C1 (Biphenyl-4-yl-methyl-amine hydrochloride), CCN(C(C)C)C(C)C (DIPEA), CN(C)C(=[N+](C)C)ON1C2=C(C=CC=C2)N=N1.[B-](F)(F)(F)F (TBTU), (1S,3R)—(N)-Fmoc 1-aminocyclopentane-3-carboxylic acid, CN(C)C=O (DMF). Product: C1(=CC=C(C=C1)N(C(=O)[C@H]1C[C@H](CC1)N)C)C1=CC=CC=C1 ((1R,3S)-3-Amino-cyclopentanecarboxylic acid N-biphenyl-4-yl-N-methyl-amide). RXN SMILES: CCN(C(C)C)C(C)C.CN(C(ON1N=[N:25][C:20]2[CH:21]=[CH:22][CH:23]=[CH:24]C1=2)=[N+](C)C)C.[B-](F)(F)(F)F.Cl.[C:33]1([C:41]2[CH:46]=[CH:45]C=[CH:43][CH:42]=2)[CH:38]=[CH:37][C:36](NC)=[CH:35][CH:34]=1.[CH3:47][N:48]([CH:50]=[O:51])[CH3:49]>>[C:41]1([C:33]2[CH:34]=[CH:35][CH:36]=[CH:37][CH:38]=2)[CH:42]=[CH:43][C:47]([N:48]([CH3:49])[C:50]([C@@H:23]2[CH2:22][CH2:21][C@H:20]([NH2:25])[CH2:24]2)=[O:51])=[CH:45][CH:46]=1 |f:1.2,3.4|. Procedure details: 351.4 mg (1.00 mmol) (1S,3R)—(N)-Fmoc-1-aminocyclopentane-3-carboxylic acid is stirred in DMF at RT. 500.0 mg (4.00 mmol) DIPEA and 417.3 mg (1.3 mmol) TBTU are added. 219.0 mg (1.0 mmol) Biphenyl-4-yl-methyl-amine hydrochloride (II.1.c) is added and the mixture is stirred at RT over night. The solvent is evaporated. The product is purified by RP-HPLC (water+5-95% acetonitrile (with addition of 0.1% TFA)) and lyophilized. The residue is taken up in DCM and diethylamine is added. After 2 hours of... The reactants are ClC1=NC=C(C=C1)C1=CC(=CC=C1)OC (2-chloro-5-(3-methoxyphenyl)pyridine), NN (hydrazine). Product: N(N)C1=NC=C(C=C1)C1=CC(=CC=C1)OC (2-Hydrazino-5-(3-methoxyphenyl)pyridine). Reaction SMILES: Cl[C:2]1[CH:7]=[CH:6][C:5]([C:8]2[CH:13]=[CH:12][CH:11]=[C:10]([O:14][CH3:15])[CH:9]=2)=[CH:4][N:3]=1.[NH2:16][NH2:17]>>[NH:16]([C:2]1[CH:7]=[CH:6][C:5]([C:8]2[CH:13]=[CH:12][CH:11]=[C:10]([O:14][CH3:15])[CH:9]=2)=[CH:4][N:3]=1)[NH2:17]. Reported procedure: In the manner described in Example 31, a mixture of 2-chloro-5-(3-methoxyphenyl)pyridine and hydrazine yields the product of the Example. The reactants are [Li+].[Cl-] (LiCl), COC1=CC=C2C=CC(=CC2=C1)OS(=O)(=O)C(F)(F)F (trifluoromethanesulfonic acid 7-methoxy-naphthalen-2-yl ester), C(CCC)[Sn](C=C)(CCCC)CCCC (tributyl(vinyl)tin). The reagents and catalysts are Cl[Pd]([P](C1=CC=CC=C1)(C2=CC=CC=C2)C3=CC=CC=C3)([P](C4=CC=CC=C4)(C5=CC=CC=C5)C6=CC=CC=C6)Cl ((Ph3P)2PdCl2). Reaction conditions: temperature 90 celsius, time 4 hour. The product is COC1=CC2=CC(=CC=C2C=C1)C=C (2-Methoxy-7-vinyl-naphthalene). Yield: 97.8%. Reaction SMILES: [Li+].[Cl-].[CH3:3][O:4][C:5]1[CH:14]=[C:13]2[C:8]([CH:9]=[CH:10][C:11](OS(C(F)(F)F)(=O)=O)=[CH:12]2)=[CH:7][CH:6]=1.[CH2:23]([Sn](CCCC)(CCCC)C=C)[CH2:24]CC>Cl[Pd](Cl)([P](C1C=CC=CC=1)(C1C=CC=CC=1)C1C=CC=CC=1)[P](C1C=CC=CC=1)(C1C=CC=CC=1)C1C=CC=CC=1>[CH3:3][O:4][C:5]1[CH:6]=[CH:7][C:8]2[C:13](=[CH:12][C:11]([CH:23]=[CH2:24])=[CH:10][CH:9]=2)[CH:14]=1 |f:0.1,^1:40,59|. Procedure details: To a mixture of (Ph3P)2PdCl2 (1.752 g), LiCl (6.36 g), and trifluoromethanesulfonic acid 7-methoxy-naphthalen-2-yl ester (15.3 g) was added dropwise tributyl(vinyl)tin (19.02 g). The resulting mixture was stirred over 4 h at 90° C. The reaction was quenched with water and extracted with CH2Cl2. The organic layer was washed with water and dried over MgSO4. After concentration, the crude product was purified by flash chromatography eluting with 20% ethyl acetate in hexanes to give the title compou... The reactants are CN(C)C=O, CCOC(C)=O, O=C(Cl)C(=O)Cl, N#CC1(c2cccc(C(=O)O)c2Cl)CC1, N#Cc1c(Oc2cc(N)c(F)cc2Cl)ccc2nc(NC(=O)C3CC3)sc12, C1CCOC1. The product is N#Cc1c(Oc2cc(NC(=O)c3cccc(C4(C#N)CC4)c3Cl)c(F)cc2Cl)ccc2nc(NC(=O)C3CC3)sc12. Reaction SMILES: [CH3:22][N:23]([CH3:24])[CH:25]=[O:26].[CH3:59][CH2:60][O:61][C:62](=[O:63])[CH3:64].[Cl:16][C:17]([C:18]([Cl:19])=[O:20])=[O:21].[Cl:1][c:2]1[c:3]([C:4](=[O:5])[OH:6])[cH:7][cH:8][cH:9][c:10]1[C:11]1([C:14]#[N:15])[CH2:12][CH2:13]1.[NH2:27][c:28]1[c:29]([F:53])[cH:30][c:31]([Cl:52])[c:32]([O:33][c:34]2[c:35]([C:49]#[N:50])[c:36]3[c:37]([n:38][c:39]([NH:41][C:42](=[O:43])[CH:44]4[CH2:45][CH2:46]4)[s:40]3)[cH:47][cH:48]2)[cH:51]1.[O:54]1[CH2:55][CH2:56][CH2:57][CH2:58]1>>[Cl:1][c:2]1[c:3]([C:4](=[O:6])[NH:27][c:28]2[c:29]([F:53])[cH:30][c:31]([Cl:52])[c:32]([O:33][c:34]3[c:35]([C:49]#[N:50])[c:36]4[c:37]([n:38][c:39]([NH:41][C:42](=[O:43])[CH:44]5[CH2:45][CH2:46]5)[s:40]4)[cH:47][cH:48]3)[cH:51]2)[cH:7][cH:8][cH:9][c:10]1[C:11]1([C:14]#[N:15])[CH2:12][CH2:13]1.